describe an organic reaction: reactants, conditions, products, and yield From a dataset of the Open Reaction Database (ORD), a public repository of structured organic reaction records. Reactants: ClC1=C(C=CC=C1)C1=C2C=CC(N(C2=CC(=C1)I)C1=C(C=CC=C1Cl)Cl)=O (5-(2-chlorophenyl)-1-(2,6-dichlorophenyl)-7-iodoquinolin-2(1H)-one), C1COCCOCCOCCOCCOCCO1 (18-crown-6), CC(C)([O-])C.[Na+] (sodium t-butoxide), C1(=CC=CC=C1)P(C1=C(C2=CC=CC=C2C=C1)C1=C(C=CC2=CC=CC=C12)P(C1=CC=CC=C1)C1=CC=CC=C1)C1=CC=CC=C1 (rac-2,2′-bis(diphenylphosphino)-1,1′-binaphthyl), CN(CCN1CCNCC1)C (N,N-dimethyl-N-(2-piperazin-1-ylethyl)amine). Reagents/catalysts: C=1C=CC(=CC1)/C=C/C(=O)/C=C/C2=CC=CC=C2.C=1C=CC(=CC1)/C=C/C(=O)/C=C/C2=CC=CC=C2.C=1C=CC(=CC1)/C=C/C(=O)/C=C/C2=CC=CC=C2.[Pd].[Pd] (tris(dibenzylideneacetone)dipalladium). Run in C1CCOC1 (THF). Run at time 16 hour. Yields the product ClC1=C(C=CC=C1)C1=C2C=CC(N(C2=CC(=C1)C(=O)OC)C1=C(C=CC=C1Cl)Cl)=O (Methyl 5-(2-chlorophenyl)-1-(2,6-dichlorophenyl)-2-oxo-1,2-dihydroquinoline-7-carboxylate). As a reaction SMILES: [Cl:1][C:2]1[CH:7]=[CH:6][CH:5]=[CH:4][C:3]=1[C:8]1[CH:17]=[C:16](I)[CH:15]=[C:14]2[C:9]=1[CH:10]=[CH:11][C:12](=[O:27])[N:13]2[C:19]1[C:24]([Cl:25])=[CH:23][CH:22]=[CH:21][C:20]=1[Cl:26].[CH2:28]1[O:45][CH2:44]COCCOCCOCCOCCOC1.CC(C)([O-:49])C.[Na+].C1(P(C2C=CC=CC=2)C2C=CC3C(=CC=CC=3)C=2C2C3C(=CC=CC=3)C=CC=2P(C2C=CC=CC=2)C2C=CC=CC=2)C=CC=CC=1.CN(C)CCN1CCNCC1>C1C=CC(/C=C/C(/C=C/C2C=CC=CC=2)=O)=CC=1.C1C=CC(/C=C/C(/C=C/C2C=CC=CC=2)=O)=CC=1.C1C=CC(/C=C/C(/C=C/C2C=CC=CC=2)=O)=CC=1.[Pd].[Pd].C1COCC1>[Cl:1][C:2]1[CH:7]=[CH:6][CH:5]=[CH:4][C:3]=1[C:8]1[CH:17]=[C:16]([C:28]([O:45][CH3:44])=[O:49])[CH:15]=[C:14]2[C:9]=1[CH:10]=[CH:11][C:12](=[O:27])[N:13]2[C:19]1[C:24]([Cl:25])=[CH:23][CH:22]=[CH:21][C:20]=1[Cl:26] |f:2.3,6.7.8.9.10|. Reported procedure: To the 5-(2-chlorophenyl)-1-(2,6-dichlorophenyl)-7-iodoquinolin-2(1H)-one (48 mg) in an oven-dried flask was added 18-crown-6 (34 mg), sodium t-butoxide (13 mg), tris(dibenzylideneacetone)dipalladium (0) (8.3 mg) and rac-2,2′-bis(diphenylphosphino)-1,1′-binaphthyl (17 mg) and the flask carefully filled with argon. The N,N-dimethyl-N-(2-piperazin-1-ylethyl)amine (17 mg) and THF (2 mL) were then added and the reaction stirred at rt for 16 h. The reaction mixture was then filtered and concentrated ...